This data is from the Open Reaction Database (ORD), a public repository of structured organic reaction records. The task is: describe an organic reaction: reactants, conditions, products, and yield The yield is 95.1%. Procedure details: To a solution of ethyl 5-chloro-6-(1,1-difluoroethyl)nicotinate (2.68 g, 10.74 mmol) in Et2O (40 mL) was added LiBH4 (0.351 g, 16.10 mmol), followed by dropwise addition of methanol (0.653 mL, 16.10 mmol). The reaction was refluxed at 40° C. for one hour. The reaction mixture was then cooled to 0° C., and quenched with HCl (1M) until pH=2 for aqueous layer. The phases were separated and the aqueous layer was extracted with DCM (3×50 mL). The organic was then dried (Na2SO4) and concentrated under... As a reaction SMILES: [Cl:1][C:2]1[C:3]([C:13]([F:16])([F:15])[CH3:14])=[N:4][CH:5]=[C:6]([CH:12]=1)[C:7](OCC)=[O:8].[Li+].[BH4-].CO>CCOCC>[Cl:1][C:2]1[CH:12]=[C:6]([CH2:7][OH:8])[CH:5]=[N:4][C:3]=1[C:13]([F:15])([F:16])[CH3:14] |f:1.2|. The product is ClC=1C=C(C=NC1C(C)(F)F)CO ((5-chloro-6-(1,1-difluoroethyl)pyridin-3-yl)methanol). Run in CCOCC (Et2O). Reaction conditions: temperature 40 celsius. Starting materials: ClC=1C(=NC=C(C(=O)OCC)C1)C(C)(F)F (ethyl 5-chloro-6-(1,1-difluoroethyl)nicotinate), [Li+].[BH4-] (LiBH4), CO (methanol). The reactants are CCOc1c(-c2noc3ccc(C(C)=CC(=O)OC)cc23)cc(C(C)C)cc1C(C)C, CO, Cl, [Na+], [OH-]. Yields the product CCOc1c(-c2noc3ccc(C(C)=CC(=O)O)cc23)cc(C(C)C)cc1C(C)C. RXN SMILES: [CH3:1][O:2][C:3]([CH:4]=[C:5]([CH3:6])[c:7]1[cH:8][cH:9][c:10]2[c:11]([c:12](-[c:15]3[c:16]([O:27][CH2:28][CH3:29])[c:17]([CH:24]([CH3:25])[CH3:26])[cH:18][c:19]([CH:21]([CH3:22])[CH3:23])[cH:20]3)[n:13][o:14]2)[cH:30]1)=[O:31].[CH3:33][OH:34].[ClH:32].[Na+:36].[OH-:35]>>[O:2]=[C:3]([CH:4]=[C:5]([CH3:6])[c:7]1[cH:8][cH:9][c:10]2[c:11]([c:12](-[c:15]3[c:16]([O:27][CH2:28][CH3:29])[c:17]([CH:24]([CH3:25])[CH3:26])[cH:18][c:19]([CH:21]([CH3:22])[CH3:23])[cH:20]3)[n:13][o:14]2)[cH:30]1)[OH:31]. Reactants: BrC1=C2C=CNC2=CC=C1 (4-bromoindole), FC=1C=C(C=C(C1)F)B(O)O (3,5-difluorophenylboronic acid), [OH-].[Na+] (sodium hydroxide). Reagents/catalysts: [Pd] (Palladium). The solvent is C1CCOC1 (THF). Conditions: temperature 85 celsius, time 8 hour. Yields the product FC=1C=C(C=C(C1)F)C1=C2C=CNC2=CC=C1 (4-(3,5-difluoro-phenyl)-1H-indole). RXN SMILES: Br[C:2]1[CH:10]=[CH:9][CH:8]=[C:7]2[C:3]=1[CH:4]=[CH:5][NH:6]2.[F:11][C:12]1[CH:13]=[C:14](B(O)O)[CH:15]=[C:16]([F:18])[CH:17]=1.[OH-].[Na+]>C1COCC1.[Pd]>[F:11][C:12]1[CH:13]=[C:14]([C:2]2[CH:10]=[CH:9][CH:8]=[C:7]3[C:3]=2[CH:4]=[CH:5][NH:6]3)[CH:15]=[C:16]([F:18])[CH:17]=1 |f:2.3|. Reported procedure: To a mixture of 4-bromoindole (12.42 g, 63.3 mmol), and 3,5-difluorophenylboronic acid (10.0 g, 63.3 mmol) in THF (108 mL) were added Palladium catalyst Pd(PPh3)4 (2.2 g, 1.9 mmol) and the freshly prepared sodium hydroxide solution (7.6 g, 190 mmol in 89 mL water). The system was degassed and then charged with nitrogen. The degas procedure was repeated for three times. The mixture was stirred under nitrogen at 85° C. oil bath for overnight. TLC showed the completion of the coupling reaction. The... Starting materials: ClCl (chlorine), N1C(=O)NC(=O)C1 (hydantoin), C1(=CC=CC=C1)O (phenol). Solvent: C(C)(=O)O (acetic acid). Reaction conditions: temperature 80 celsius, time 5 hour. The product is OC1=CC=C(C=C1)C1C(NC(N1)=O)=O (5-(p-hydroxyphenyl)hydantoin). The yield is 14.5%. Reaction SMILES: [NH:1]1[CH2:7][C:5](=[O:6])[NH:4][C:2]1=[O:3].ClCl.[C:10]1([OH:16])[CH:15]=[CH:14][CH:13]=[CH:12][CH:11]=1>C(O)(=O)C>[OH:16][C:10]1[CH:15]=[CH:14][C:13]([CH:7]2[NH:1][C:2](=[O:3])[NH:4][C:5]2=[O:6])=[CH:12][CH:11]=1. Procedure details: 2.00 g (20 mmol) of hydantoin was dissolved in 30 ml of acetic acid. The solution was then heated to a temperature of 80° C. under stirring with chlorine being introduced thereinto for 5 hours. The reaction system was then allowed to cool to room temperature. The dissolved chlorine was then removed by introducing nitrogen into the reaction system. To the reaction solution was then added 3.76 g (40 mmol) of phenol. The reaction mixture was then heated to a temperature of 70° C. for 8 hours. The r... The reactants are CN(C)C=O, CCO, Fc1ccc2c(-c3ccc(OCC4CO4)cc3)noc2c1, NCc1cccs1. The product is OC(CNCc1cccs1)COc1ccc(-c2noc3cc(F)ccc23)cc1. As a reaction SMILES: [CH3:29][N:30]([CH3:31])[CH:32]=[O:33].[CH3:34][CH2:35][OH:36].[F:1][c:2]1[cH:3][c:4]2[c:5]([c:6](-[c:9]3[cH:10][cH:11][c:12]([O:15][CH2:16][CH:17]4[O:18][CH2:19]4)[cH:13][cH:14]3)[n:7][o:8]2)[cH:20][cH:21]1.[s:22]1[c:23]([CH2:27][NH2:28])[cH:24][cH:25][cH:26]1>>[F:1][c:2]1[cH:3][c:4]2[c:5]([c:6](-[c:9]3[cH:10][cH:11][c:12]([O:15][CH2:16][CH:17]([OH:18])[CH2:19][NH:28][CH2:27][c:23]4[s:22][cH:26][cH:25][cH:24]4)[cH:13][cH:14]3)[n:7][o:8]2)[cH:20][cH:21]1. Reactants: O (Water), C([O-])(O)=O.[Na+] (sodium bicarbonate), oxime, FC=1C(=C(C(=O)NOCCO)C=C(C1F)/C=N/OCCNC(C(C)C)=O)NC1=C(C=C(C=C1)I)F ((E)-3,4-difluoro-2-(2-fluoro-4-iodo-phenylamino)-N-(2-hydroxy-ethoxy)-5-[(2-isobutyrylamino-ethoxyimino)-methyl]-benzamide), ClC(C(=O)O)Cl (dichloroacetic acid). Solvent: C(Cl)Cl (methylene chloride). Run at time 2 hour. Product: FC=1C(=C(C(=O)NOCCO)C=C(C1F)CNOCCNC(C(C)C)=O)NC1=C(C=C(C=C1)I)F (3,4-difluoro-2-(2-fluoro-4-iodo-phenylamino)-N-(2-hydroxy-ethoxy)-5-[(2-isobutyrylamino-ethoxyamino)-methyl]-benzamide). The yield is 71.0%. Reaction SMILES: [F:1][C:2]1[C:3]([NH:27][C:28]2[CH:33]=[CH:32][C:31]([I:34])=[CH:30][C:29]=2[F:35])=[C:4]([CH:12]=[C:13](/[CH:16]=[N:17]/[O:18][CH2:19][CH2:20][NH:21][C:22](=[O:26])[CH:23]([CH3:25])[CH3:24])[C:14]=1[F:15])[C:5]([NH:7][O:8][CH2:9][CH2:10][OH:11])=[O:6].ClC(Cl)C(O)=O.O.C(=O)(O)[O-].[Na+]>C(Cl)Cl>[F:1][C:2]1[C:3]([NH:27][C:28]2[CH:33]=[CH:32][C:31]([I:34])=[CH:30][C:29]=2[F:35])=[C:4]([CH:12]=[C:13]([CH2:16][NH:17][O:18][CH2:19][CH2:20][NH:21][C:22](=[O:26])[CH:23]([CH3:25])[CH3:24])[C:14]=1[F:15])[C:5]([NH:7][O:8][CH2:9][CH2:10][OH:11])=[O:6] |f:3.4|. Reported procedure: The oxime, (E)-3,4-difluoro-2-(2-fluoro-4-iodo-phenylamino)-N-(2-hydroxy-ethoxy)-5-[(2-isobutyrylamino-ethoxyimino)-methyl]-benzamide (28.8 mg, 47.3 μmol) obtained in Step A was suspended in methylene chloride (1 ml), and dichloroacetic acid (60 ml) and borane-pyridine complex (70 μl) were added thereto at room temperature. The mixture was stirred at room temperature for 2 hours. Water (6 ml) and aqueous sodium bicarbonate (2 ml) were added to the reaction mixture, which was then extracted with ...